This data is from the Open Reaction Database (ORD), a public repository of structured organic reaction records. The task is: describe an organic reaction: reactants, conditions, products, and yield Reactants: COC=1C=C(NC2=CC=CC=C2)C=CC1 (3-methoxy-N-phenylaniline), N1=CC=CC=C1 (pyridine), ClC(Cl)(OC(OC(Cl)(Cl)Cl)=O)Cl (triphosgene). Solvent: C(Cl)Cl (DCM). Conditions: time 8 hour. Product: COC=1C=C(C=CC1)N(C(=O)Cl)C1=CC=CC=C1 (3-Methoxyphenyl(phenyl)carbamic Chloride). Isolated yield 98.8%. Reaction SMILES: [CH3:1][O:2][C:3]1[CH:4]=[C:5]([CH:13]=[CH:14][CH:15]=1)[NH:6][C:7]1[CH:12]=[CH:11][CH:10]=[CH:9][CH:8]=1.N1C=CC=CC=1.[Cl:22][C:23](Cl)([O:25]C(=O)OC(Cl)(Cl)Cl)Cl>C(Cl)Cl>[CH3:1][O:2][C:3]1[CH:4]=[C:5]([N:6]([C:7]2[CH:12]=[CH:11][CH:10]=[CH:9][CH:8]=2)[C:23]([Cl:22])=[O:25])[CH:13]=[CH:14][CH:15]=1. Reported procedure: To a cooled solution of 3-methoxy-N-phenylaniline (100.0 mg, 0.502 mmol) and pyridine (0.102 mL, 1.267 mmol) in DCM (500 mL) was added triphosgene (120.0 mg, 0.406 mmol). The solution was allowed to warm up to room temperature and stirred overnight. The organic solvent was evaporated. The residue was dissolved in ethyl acetate, washed with water, brine, dried over MgSO4 and concentrated to provide the title compound (105.0 mg). LCMS m/z=261.9 [M+H]+; 1H NMR (400 MHz, DMSO-d6) δ ppm 3.79 (s, 3H),... Starting materials: [OH-].[Na+] (sodium hydroxide), [N+](=O)([O-])C=1C=CC(=NC1)S (5-nitro-2-pyridinethiol), Cl.ClCC1=NC=CC=C1 (2-(chloromethyl)pyridine hydrochloride). The solvent is CO (methanol). The product is [N+](=O)([O-])C=1C=CC(=NC1)SCC1=NC=CC=C1 (5-nitro-2-[(2-pyridinylmethyl)sulfanyl]pyridine). Isolated yield 65.3%. As a reaction SMILES: [N+:1]([C:4]1[CH:5]=[CH:6][C:7]([SH:10])=[N:8][CH:9]=1)([O-:3])=[O:2].[OH-].[Na+].Cl.Cl[CH2:15][C:16]1[CH:21]=[CH:20][CH:19]=[CH:18][N:17]=1>CO>[N+:1]([C:4]1[CH:5]=[CH:6][C:7]([S:10][CH2:15][C:16]2[CH:21]=[CH:20][CH:19]=[CH:18][N:17]=2)=[N:8][CH:9]=1)([O-:3])=[O:2] |f:1.2,3.4|. Reported procedure: 5-nitro-2-pyridinethiol (6.0 g) was dissolved in an aqueous solution of methanol (150 ml), and to this solution was added sodium hydroxide (4.6 g) and then, 2-(chloromethyl)pyridine hydrochloride (7.6 g), and the mixture was stirred for 15 minutes at room temperature. The solvent was removed under reduced pressure, and water was added to the obtained residue, and the mixture was extracted with ethyl acetate. The organic layer was washed with saturated brine, and dried over magnesium sulfate. The... Reactants: C(C)N1CC2=C(NC=3C=CC(=CC23)C)CC1 (2-ethyl-2,3,4,5-tetrahydro-8-methyl-1H-pyrido[4,3-b]indole), C(=C)C1=NC=CC=C1 (2-vinylpyridine), [Na] (sodium), FC(C(=O)[O-])(F)F (trifluoroacetate). Reagents/catalysts: [O-]S(=O)(=O)[O-].[Cu+2] (CuSO4). The solvent is C(C)O (ethanol). Product: C(C)N1CC2=C(N(C=3C=CC(=CC23)C)CCC2=NC=CC=C2)CC1 (2-ethyl-2,3,4,5-tetrahydro-8-methyl-5-(2-(pyridin-2-yl)ethyl)-1H-pyrido[4,3-b]indole). Yield: 4.7%. Reaction SMILES: [CH2:1]([N:3]1[CH2:16][CH2:15][C:6]2[NH:7][C:8]3[CH:9]=[CH:10][C:11]([CH3:14])=[CH:12][C:13]=3[C:5]=2[CH2:4]1)[CH3:2].[CH:17]([C:19]1[CH:24]=[CH:23][CH:22]=[CH:21][N:20]=1)=[CH2:18].[Na].FC(F)(F)C([O-])=O>C(O)C.[O-]S([O-])(=O)=O.[Cu+2]>[CH2:1]([N:3]1[CH2:16][CH2:15][C:6]2[N:7]([CH2:18][CH2:17][C:19]3[CH:24]=[CH:23][CH:22]=[CH:21][N:20]=3)[C:8]3[CH:9]=[CH:10][C:11]([CH3:14])=[CH:12][C:13]=3[C:5]=2[CH2:4]1)[CH3:2] |f:5.6,^1:24|. Procedure: The title compound was prepared according to General Method 3. 2-Ethyl-2,3,4,5-tetrahydro-8-methyl-5-(2-(pyridin-2-yl)ethyl)-1H-pyrido[4,3-b]indole was prepared from 2-ethyl-2,3,4,5-tetrahydro-8-methyl-1H-pyrido[4,3-b]indole (See Example 6) (214 mg, 1 mmol), 2-vinylpyridine (0.25 ml, 2.3 mmol), sodium (15 mg, 0.65 g atom) and CuSO4 (10 mg, catalytic) in ethanol (2 mL) at 120° C. for 48 h to obtain 15 mg of 2-ethyl-2,3,4,5-tetrahydro-8-methyl-5-(2-(pyridin-2-yl)ethyl)-1H-pyrido[4,3-b]indole as a ... The reactants are OCCCCCCCCCCCCCCCCCC(=O)C1=C(C=C(C(=C1O)OC)OC)C (6-(18-hydroxy-1-oxooctadecyl)-2,3-dimethoxy-5-methylphenol), Cl(=O)(=O)(=O)O (perchloric acid), C(C)(=O)O (acetic acid). Reagents/catalysts: [Pd] (palladium-on-carbon). Solvent: CCOCC (ether). The product is C(C)(=O)OCCCCCCCCCCCCCCCCCCC1=C(C=C(C(=C1O)OC)OC)C (6-(18-acetoxyoctadecyl)-2,3-dimethoxy-5-methylphenol). RXN SMILES: [OH:1][CH2:2][CH2:3][CH2:4][CH2:5][CH2:6][CH2:7][CH2:8][CH2:9][CH2:10][CH2:11][CH2:12][CH2:13][CH2:14][CH2:15][CH2:16][CH2:17][CH2:18][C:19]([C:21]1[C:26]([OH:27])=[C:25]([O:28][CH3:29])[C:24]([O:30][CH3:31])=[CH:23][C:22]=1[CH3:32])=O.Cl(O)(=O)(=O)=O.[C:38](O)(=[O:40])[CH3:39]>CCOCC.[Pd]>[C:38]([O:1][CH2:2][CH2:3][CH2:4][CH2:5][CH2:6][CH2:7][CH2:8][CH2:9][CH2:10][CH2:11][CH2:12][CH2:13][CH2:14][CH2:15][CH2:16][CH2:17][CH2:18][CH2:19][C:21]1[C:26]([OH:27])=[C:25]([O:28][CH3:29])[C:24]([O:30][CH3:31])=[CH:23][C:22]=1[CH3:32])(=[O:40])[CH3:39]. Procedure: To a solution of 6-(18-hydroxy-1-oxooctadecyl)-2,3-dimethoxy-5-methylphenol (1.4 g) in acetic acid (30 ml) are added 5% palladium-on-carbon (50% hydrous) (0.5 g) and 70% perchloric acid (0.05 ml), and catalytic reduction is carried out at atmospheric temperature and pressure. After the absorption of hydrogen has subsided, the catalyst is filtered off and the filtrate is concentrated under reduced pressure, whereupon a colorless oil is obtained. This product is dissolved in ether and the ether la...